Dataset: the Open Reaction Database (ORD), a public repository of structured organic reaction records. Task: describe an organic reaction: reactants, conditions, products, and yield The reactants are [Cl-].[Al+3].[Cl-].[Cl-] (aluminum chloride), C(CCC)C1C(C2=C(S1)C(=C(C(=C2)OC)Cl)Cl)=O (2-n-butyl-6,7-dichloro-5-methoxybenzo[b]thiophen-3(2H)-one), [BH4-].[Na+] (sodium borohydride), ketone. Solvent: ClCCl (dichloromethane), C(C)O (ethanol). Run at time 2 hour. Yields the product C(CCC)C1C(C2=C(S1)C(=C(C(=C2)OC)Cl)Cl)O (2-n-butyl-6,7-dichloro-2,3-dihydro-3-hydroxy-5-methoxybenzo[b]thiophene). As a reaction SMILES: [Cl-].[Al+3].[Cl-].[Cl-].[BH4-].[Na+].[CH2:7]([CH:11]1[S:15][C:14]2[C:16]([Cl:23])=[C:17]([Cl:22])[C:18]([O:20][CH3:21])=[CH:19][C:13]=2[C:12]1=[O:24])[CH2:8][CH2:9][CH3:10]>ClCCl.C(O)C>[CH2:7]([CH:11]1[S:15][C:14]2[C:16]([Cl:23])=[C:17]([Cl:22])[C:18]([O:20][CH3:21])=[CH:19][C:13]=2[CH:12]1[OH:24])[CH2:8][CH2:9][CH3:10] |f:0.1.2.3,4.5|. Reported procedure: A mixture of 1.62 g of α-[(2,3-dichloro-4-methoxy)phenylthio]hexanoic acid and 8 ml of thionyl chloride in 50 ml dichloromethane is refluxed for 30 minutes. The cooled solution is concentrated in vacuo to dryness at 60°, leaving the acid chloride as a yellow solid. The residue is dissolved in 100 ml dichloromethane, cooled to -70° and the solution is treated with 0.73 g of aluminum chloride in small portions. The cooling bath is removed after the addition is complete and the reaction mixture is ... Starting materials: OC=1C=C(C(=O)OCC)C=C(C1)O (Ethyl 3,5-dihydroxybenzoate), BrCC1=CC2=CC=CC=C2C=C1 (2-bromomethylnaphthalene), C(C=C)Br (allyl bromide). The product is C(C=C)OC=1C=C(C=C(C(=O)OCC)C1)OCC1=CC2=CC=CC=C2C=C1 (ethyl 5-allyloxy-3-(naphth-2-ylmethoxy)benzoate). The yield is 15.0%. Reaction SMILES: [OH:1][C:2]1[CH:3]=[C:4]([CH:10]=[C:11]([OH:13])[CH:12]=1)[C:5]([O:7][CH2:8][CH3:9])=[O:6].Br[CH2:15][C:16]1[CH:25]=[CH:24][C:23]2[C:18](=[CH:19][CH:20]=[CH:21][CH:22]=2)[CH:17]=1.[CH2:26](Br)[CH:27]=[CH2:28]>>[CH2:28]([O:1][C:2]1[CH:12]=[C:11]([O:13][CH2:15][C:16]2[CH:25]=[CH:24][C:23]3[C:18](=[CH:19][CH:20]=[CH:21][CH:22]=3)[CH:17]=2)[CH:10]=[C:4]([CH:3]=1)[C:5]([O:7][CH2:8][CH3:9])=[O:6])[CH:27]=[CH2:26]. Procedure: Ethyl 3,5-dihydroxybenzoate was reacted in turn with 2-bromomethylnaphthalene and allyl bromide using the conditions described in Example 1 to give ethyl 5-allyloxy-3-(naphth-2-ylmethoxy)benzoate in 15% yield, as an oil. Following the procedures described in the portion of Example 3 which is concerned with the preparation of starting materials the product so obtained was reacted with thiazol-2-yl-lithium to give 5-allyloxy-3-(naphth-2-ylmethoxy)phenyl 2-thiazolyl ketone in 52% yield, m.p. 65°-67... The reactants are N#Cc1c(Cl)nc(N)nc1-c1ccccc1, [Na+], [Na+], O=C([O-])[O-], C1COCCO1, O, OB(O)c1ccccc1. Product: N#Cc1c(-c2ccccc2)nc(N)nc1-c1ccccc1. Reaction SMILES: [NH2:1][c:2]1[n:3][c:4](-[c:11]2[cH:12][cH:13][cH:14][cH:15][cH:16]2)[c:5]([C:9]#[N:10])[c:6]([Cl:8])[n:7]1.[Na+:26].[Na+:27].[O-:28][C:29](=[O:30])[O-:31].[O:33]1[CH2:34][CH2:35][O:36][CH2:37][CH2:38]1.[OH2:32].[OH:17][B:18]([OH:19])[c:20]1[cH:21][cH:22][cH:23][cH:24][cH:25]1>>[NH2:1][c:2]1[n:3][c:4](-[c:11]2[cH:12][cH:13][cH:14][cH:15][cH:16]2)[c:5]([C:9]#[N:10])[c:6](-[c:20]2[cH:21][cH:22][cH:23][cH:24][cH:25]2)[n:7]1. Starting materials: CN(CCc1ccc(C(=O)O)cc1)C(=O)OCc1ccccc1, ClCCl, O=S(Cl)Cl. RXN SMILES: [CH2:1]([c:2]1[cH:3][cH:4][cH:5][cH:6][cH:7]1)[O:8][C:9](=[O:10])[N:11]([CH2:12][CH2:13][c:14]1[cH:15][cH:16][c:17]([C:18](=[O:19])[OH:20])[cH:21][cH:22]1)[CH3:23].[Cl:28][CH2:29][Cl:30].[S:24]([Cl:25])([Cl:26])=[O:27]>>[CH2:1]([c:2]1[cH:3][cH:4][cH:5][cH:6][cH:7]1)[O:8][C:9](=[O:10])[N:11]([CH2:12][CH2:13][c:14]1[cH:15][cH:16][c:17]([C:18](=[O:19])[Cl:26])[cH:21][cH:22]1)[CH3:23]. The product is CN(CCc1ccc(C(=O)Cl)cc1)C(=O)OCc1ccccc1.